The task is: describe an organic reaction: reactants, conditions, products, and yield. This data is from the Open Reaction Database (ORD), a public repository of structured organic reaction records. The reactants are O=C(Cl)C1CCCCC1, [Na+], [Na+], O=C([O-])[O-], O, c1ccc(C23CNCC2C3)cc1, c1ccccc1. Product: O=C(C1CCCCC1)N1CC2CC2(c2ccccc2)C1. As a reaction SMILES: [CH:19]1([C:25](=[O:26])[Cl:27])[CH2:20][CH2:21][CH2:22][CH2:23][CH2:24]1.[Na+:13].[Na+:14].[O-:15][C:16](=[O:17])[O-:18].[OH2:34].[c:1]1([C:7]23[CH2:8][NH:9][CH2:10][CH:11]2[CH2:12]3)[cH:2][cH:3][cH:4][cH:5][cH:6]1.[cH:28]1[cH:29][cH:30][cH:31][cH:32][cH:33]1>>[c:1]1([C:7]23[CH2:8][N:9]([C:25]([CH:19]4[CH2:20][CH2:21][CH2:22][CH2:23][CH2:24]4)=[O:26])[CH2:10][CH:11]2[CH2:12]3)[cH:2][cH:3][cH:4][cH:5][cH:6]1. Reactants: O=[N+]([O-])c1ccc(F)cc1, [K+], [K+], O=C([O-])[O-], CN(C)C=O, Oc1ccc2c(c1)Nc1ccccc1S2. Product: O=[N+]([O-])c1ccc(Oc2ccc3c(c2)Nc2ccccc2S3)cc1. As a reaction SMILES: [F:22][c:23]1[cH:24][cH:25][c:26]([N+:29](=[O:30])[O-:31])[cH:27][cH:28]1.[K+:16].[K+:17].[O-:18][C:19]([O-:20])=[O:21].[O:32]=[CH:33][N:34]([CH3:35])[CH3:36].[OH:1][c:2]1[cH:3][c:4]2[c:13]([cH:14][cH:15]1)[S:12][c:11]1[c:6]([cH:7][cH:8][cH:9][cH:10]1)[NH:5]2>>[O:1]([c:2]1[cH:3][c:4]2[c:13]([cH:14][cH:15]1)[S:12][c:11]1[c:6]([cH:7][cH:8][cH:9][cH:10]1)[NH:5]2)[c:23]1[cH:24][cH:25][c:26]([N+:29](=[O:30])[O-:31])[cH:27][cH:28]1. The reactants are CO, [H][H], CCCCN(CCCC)c1ccc([N+](=O)[O-])cc1, [Pd]. Product: CCCCN(CCCC)c1ccc(N)cc1. RXN SMILES: [CH3:21][OH:22].[H:19][H:20].[N+:1]([O-:2])(=[O:3])[c:4]1[cH:5][cH:6][c:7]([N:8]([CH2:9][CH2:10][CH2:11][CH3:12])[CH2:13][CH2:14][CH2:15][CH3:16])[cH:17][cH:18]1.[Pd:23]>>[NH2:1][c:4]1[cH:5][cH:6][c:7]([N:8]([CH2:9][CH2:10][CH2:11][CH3:12])[CH2:13][CH2:14][CH2:15][CH3:16])[cH:17][cH:18]1. Reaction SMILES: [CH3:1][c:2]1[c:3]([CH2:13][O:14][c:15]2[n:16][n:17]([CH2:25][c:26]3[cH:27][cH:28][c:29]([O:32][c:33]4[cH:34][cH:35][cH:36][cH:37][cH:38]4)[cH:30][cH:31]3)[cH:18][c:19]2[C:20](=[O:21])[O:22][CH2:23][CH3:24])[n:4][c:5](-[c:7]2[cH:8][cH:9][cH:10][cH:11][cH:12]2)[o:6]1.[CH3:47][CH2:48][OH:49].[ClH:46].[Na+:40].[O:41]1[CH2:42][CH2:43][CH2:44][CH2:45]1.[OH-:39]>>[CH3:1][c:2]1[c:3]([CH2:13][O:14][c:15]2[n:16][n:17]([CH2:25][c:26]3[cH:27][cH:28][c:29]([O:32][c:33]4[cH:34][cH:35][cH:36][cH:37][cH:38]4)[cH:30][cH:31]3)[cH:18][c:19]2[C:20](=[O:21])[OH:22])[n:4][c:5](-[c:7]2[cH:8][cH:9][cH:10][cH:11][cH:12]2)[o:6]1. The product is Cc1oc(-c2ccccc2)nc1COc1nn(Cc2ccc(Oc3ccccc3)cc2)cc1C(=O)O. The reactants are CCOC(=O)c1cn(Cc2ccc(Oc3ccccc3)cc2)nc1OCc1nc(-c2ccccc2)oc1C, CCO, Cl, [Na+], C1CCOC1, [OH-]. Run at time 1 hour. The reactants are C1(=CC=CC=C1)P(C1=CC=CC=C1)C1=CC=CC=C1 (triphenylphosphine), Cu, CC1=CC=C(C=C1)CCC(=O)Cl (3-(4-methylphenyl)propanoyl chloride), cuprous chloride. Product: CC1=CC=C(C=C1)CCC=O (3-(4-methylphenyl)propanal). Procedure details: A solution of triphenylphosphine (0.117 moles, 30.8 g) in acetone (200 ml) is added under a nitrogen stream at r.t. with Cu (I) bis-(triphenyl-phosphine)-tetrahydroborate (0.067 moles, 40.69 g), then 3-(4-methylphenyl)propanoyl chloride (0.055 moles, 10 g) dissolved in acetone (85 ml) is dropped in 45'. The mixture is stirred at r.t. under nitrogen for 1 h. The precipitated solid is filtered, washing with acetone and the filtrate is evaporated under vacuum. The residue is dissolved in chloroform... Reaction SMILES: C1(P(C2C=CC=CC=2)C2C=CC=CC=2)C=CC=CC=1.[CH3:20][C:21]1[CH:26]=[CH:25][C:24]([CH2:27][CH2:28][C:29](Cl)=[O:30])=[CH:23][CH:22]=1>CC(C)=O>[CH3:20][C:21]1[CH:26]=[CH:25][C:24]([CH2:27][CH2:28][CH:29]=[O:30])=[CH:23][CH:22]=1. Run in CC(=O)C (acetone), CC(=O)C (acetone). Reactants: C(C)(C)(C)O[C@H](C(=O)OCC)C1=C(C2=C(N=C(S2)C2=CC(=NC=C2)C2=CC=3OCC(NC3N=C2)=O)C=C1C)C1=CC=C(C=C1)Cl ((S)-ethyl 2-tert-butoxy-2-(7-(4-chlorophenyl)-5-methyl-2-(2-(3-oxo-3,4-dihydro-2H-pyrido[3,2-b][1,4]oxazin-7-yl)pyridin-4-yl)benzo[d]thiazol-6-yl)acetate), [OH-].[Na+] (NaOH). Run in C1CCOC1 (THF), CO (methanol). Run at temperature 50 celsius, time 2 hour. The product is C(C)(C)(C)O[C@H](C(=O)O)C1=C(C2=C(N=C(S2)C2=CC(=NC=C2)C2=CC=3OCC(NC3N=C2)=O)C=C1C)C1=CC=C(C=C1)Cl ((S)-2-tert-butoxy-2-(7-(4-chlorophenyl)-5-methyl-2-(2-(3-oxo-3,4-dihydro-2H-pyrido[3,2-b][1,4]oxazin-7-yl)pyridin-4-yl)benzo[d]thiazol-6-yl)acetic acid). RXN SMILES: [C:1]([O:5][C@@H:6]([C:12]1[C:37]([CH3:38])=[CH:36][C:15]2[N:16]=[C:17]([C:19]3[CH:24]=[CH:23][N:22]=[C:21]([C:25]4[CH:34]=[N:33][C:32]5[NH:31][C:30](=[O:35])[CH2:29][O:28][C:27]=5[CH:26]=4)[CH:20]=3)[S:18][C:14]=2[C:13]=1[C:39]1[CH:44]=[CH:43][C:42]([Cl:45])=[CH:41][CH:40]=1)[C:7]([O:9]CC)=[O:8])([CH3:4])([CH3:3])[CH3:2].[OH-].[Na+]>C1COCC1.CO>[C:1]([O:5][C@@H:6]([C:12]1[C:37]([CH3:38])=[CH:36][C:15]2[N:16]=[C:17]([C:19]3[CH:24]=[CH:23][N:22]=[C:21]([C:25]4[CH:34]=[N:33][C:32]5[NH:31][C:30](=[O:35])[CH2:29][O:28][C:27]=5[CH:26]=4)[CH:20]=3)[S:18][C:14]=2[C:13]=1[C:39]1[CH:40]=[CH:41][C:42]([Cl:45])=[CH:43][CH:44]=1)[C:7]([OH:9])=[O:8])([CH3:4])([CH3:2])[CH3:3] |f:1.2|. Reported procedure: To a stirred solution of (S)-ethyl 2-tert-butoxy-2-(7-(4-chlorophenyl)-5-methyl-2-(2-(3-oxo-3,4-dihydro-2H-pyrido[3,2-b][1,4]oxazin-7-yl)pyridin-4-yl)benzo[d]thiazol-6-yl)acetate (17.1 mg, 0.027 mmol) in THF (1.1 mL) and methanol (1.1 mL) was added 1N NaOH solution (0.8 mL, excess). The reaction mixture was stirred at 50° C. for 2 h and then purified by reverse phase HPLC, eluting by 0-100% acetonitrile in H2O with 0.1% TFA to give (S)-2-tert-butoxy-2-(7-(4-chlorophenyl)-5-methyl-2-(2-(3-oxo-3,4...